This data is from the Open Reaction Database (ORD), a public repository of structured organic reaction records. The task is: describe an organic reaction: reactants, conditions, products, and yield Reactants: BrC(C(C1=CC=C(C=C1)OC)(OC)OC)C (2-bromo-1,1-dimethoxy-1-(4'-methoxyphenyl)-propane), C([O-])([O-])=O.[Ca+2] (calcium carbonate), CO (methanol). Run in O (water). Reaction conditions: temperature 25 celsius. Yields the product COC1=CC=C(C=C1)C(C(=O)O)C (2-(4'-methoxyphenyl)-propionic acid). Yield: 94.0%. RXN SMILES: Br[CH:2](C)[C:3](OC)(OC)[C:4]1[CH:9]=[CH:8][C:7]([O:10][CH3:11])=[CH:6][CH:5]=1.[C:17](=O)([O-:19])[O-:18].[Ca+2].CO>O>[CH3:11][O:10][C:7]1[CH:6]=[CH:5][C:4]([CH:3]([CH3:2])[C:17]([OH:19])=[O:18])=[CH:9][CH:8]=1 |f:1.2|. Reported procedure: A mixture of 2-bromo-1,1-dimethoxy-1-(4'-methoxyphenyl)-propane (2.89 g; 0.01 mol), calcium carbonate (1 g; 0.01 mol), methanol (7 ml) and water (3 ml) is refluxed for 35 hours. The reaction mixture is then cooled to 25° C. and worked up as described in Example 1a, there is so obtained the title product (1.69 g; 0.0094 mol). Yield, 94%; m.p. 55° C. Starting materials: ClC=1C=C(C2=C(CC(O2)CN)C1)C1CCCCC1 ((±)-(5-chloro-7-cyclohexyl-2,3-dihydro-1-benzofuran-2-yl)methylamine), Intermediate 12, C(C)(C)N(CC)C(C)C (diisopropylethylamine), ClC(=O)OC (methyl chloroformate). Product: COC(NCC1OC2=C(C1)C=C(C=C2C2CCCCC2)Cl)=O ((±)-methyl(5-chloro-7-cyclohexyl-2,3-dihydro-1-benzofuran-2-yl)methylcarbamate). Isolated yield 97.6%. RXN SMILES: [Cl:1][C:2]1[CH:3]=[C:4]([CH:13]2[CH2:18][CH2:17][CH2:16][CH2:15][CH2:14]2)[C:5]2[O:9][CH:8]([CH2:10][NH2:11])[CH2:7][C:6]=2[CH:12]=1.C(N(C(C)C)CC)(C)C.Cl[C:29]([O:31][CH3:32])=[O:30]>>[CH3:32][O:31][C:29](=[O:30])[NH:11][CH2:10][CH:8]1[CH2:7][C:6]2[CH:12]=[C:2]([Cl:1])[CH:3]=[C:4]([CH:13]3[CH2:14][CH2:15][CH2:16][CH2:17][CH2:18]3)[C:5]=2[O:9]1. Reported procedure: Treatment of (±)-(5-chloro-7-cyclohexyl-2,3-dihydro-1-benzofuran-2-yl)methylamine (2.20 g, 7.28 mmol) with diisopropylethylamine (2.94 g, 22.7 mmol) and methyl chloroformate (1.08 g, 11.4 mmol) generally according to the procedure described for Intermediate 12 provided 2.30 g (93%) of (±)-methyl(5-chloro-7-cyclohexyl-2,3-dihydro-1-benzofuran-2-yl)methylcarbamate as a white solid. mp 100-103° C.; Anal. calcd. for C17H22ClNO3: C, 63.06; H, 6.85; N, 4.33. Found: C, 63.16; H, 6.3; N, 4.25. Starting materials: C[P+](C)(C)CC#N, CCC#N, CCNC(=O)c1cc(F)c(N2CCNCC2)cc1F, CO, CCN(C(C)C)C(C)C, ClCCl, Cl, [I-], O=C1Nc2cc(CO)cnc2N2CCCC12. The product is CCNC(=O)c1cc(F)c(N2CCN(Cc3cnc4c(c3)NC(=O)C3CCCN43)CC2)cc1F. Reaction SMILES: [C:38]([CH2:39][P+:40]([CH3:41])([CH3:42])[CH3:43])#[N:44].[C:54](#[N:55])[CH2:56][CH3:57].[CH2:18]([CH3:19])[NH:20][C:21]([c:22]1[c:23]([F:35])[cH:24][c:25]([N:29]2[CH2:30][CH2:31][NH:32][CH2:33][CH2:34]2)[c:26]([F:28])[cH:27]1)=[O:36].[CH3:61][OH:62].[CH:45]([N:46]([CH2:47][CH3:48])[CH:49]([CH3:50])[CH3:51])([CH3:52])[CH3:53].[Cl:58][CH2:59][Cl:60].[ClH:17].[I-:37].[OH:1][CH2:2][c:3]1[cH:4][c:5]2[c:10]([n:11][cH:12]1)[N:9]1[CH:8]([C:7](=[O:16])[NH:6]2)[CH2:15][CH2:14][CH2:13]1>>[CH2:2]([c:3]1[cH:4][c:5]2[c:10]([n:11][cH:12]1)[N:9]1[CH:8]([C:7](=[O:16])[NH:6]2)[CH2:15][CH2:14][CH2:13]1)[N:32]1[CH2:31][CH2:30][N:29]([c:25]2[cH:24][c:23]([F:35])[c:22]([C:21]([NH:20][CH2:18][CH3:19])=[O:36])[cH:27][c:26]2[F:28])[CH2:34][CH2:33]1. Starting materials: CCN=C=NCCCN(C)C (EDCI), C=1C=CC2=C(C1)N=NN2O (HOBT), C(C1=CC=CC=C1)C=1C=NC2=C(C=CC=C2C1C=1C=C(C=CC1)NCC1=CC=C(C(=O)O)C=C1)C(F)(F)F (4-{[3-(3-benzyl-8-trifluoromethyl-quinolin-4-yl)-phenylamino]-methyl}-benzoic acid), COC(CN)=O (glycine methyl ester). Solvent: C(C)#N (acetonitrile), O (water), C(Cl)Cl (CH2Cl2). Reaction conditions: time 15 hour. The product is C(C1=CC=CC=C1)C=1C=NC2=C(C=CC=C2C1C=1C=C(C=CC1)NCC1=CC=C(C(=O)NCC(=O)OC)C=C1)C(F)(F)F (METHYL N-{4-[({3-[3-BENZYL-8-(TRIFLUOROMETHYL)QUINOLIN-4-YL]PHENYL}AMINO)METHYL]BENZOYL}GLYCINATE), powder. Isolated yield 61.0%. RXN SMILES: [CH2:1]([C:8]1[CH:9]=[N:10][C:11]2[C:16]([C:17]=1[C:18]1[CH:19]=[C:20]([NH:24][CH2:25][C:26]3[CH:34]=[CH:33][C:29]([C:30](O)=[O:31])=[CH:28][CH:27]=3)[CH:21]=[CH:22][CH:23]=1)=[CH:15][CH:14]=[CH:13][C:12]=2[C:35]([F:38])([F:37])[F:36])[C:2]1[CH:7]=[CH:6][CH:5]=[CH:4][CH:3]=1.[CH3:39][O:40][C:41](=[O:44])[CH2:42][NH2:43].CCN=C=NCCCN(C)C.C1C=CC2N(O)N=NC=2C=1>C(Cl)Cl.C(#N)C.O>[CH2:1]([C:8]1[CH:9]=[N:10][C:11]2[C:16]([C:17]=1[C:18]1[CH:19]=[C:20]([NH:24][CH2:25][C:26]3[CH:27]=[CH:28][C:29]([C:30]([NH:43][CH2:42][C:41]([O:40][CH3:39])=[O:44])=[O:31])=[CH:33][CH:34]=3)[CH:21]=[CH:22][CH:23]=1)=[CH:15][CH:14]=[CH:13][C:12]=2[C:35]([F:38])([F:36])[F:37])[C:2]1[CH:3]=[CH:4][CH:5]=[CH:6][CH:7]=1. Procedure details: To 4-{[3-(3-benzyl-8-trifluoromethyl-quinolin-4-yl)-phenylamino]-methyl}-benzoic acid (130 mg, 0.254 nmol), glycine methyl ester (35 mg, 0.279 mmol) morpholine (102 mg, 1.014 mmol), EDCI (58 mg, 0.304 mmol), and HOBT (41 mg, 0.304 mmol) in CH2Cl2 (15 ml) were combined at room temperature under a nitrogen atmosphere. The resulting mixture was stirred at room temperature under a nitrogen atmosphere for 15 hrs. Quenching with brine (15 ml), separation, drying MgSO4 of the organics and concentration... Starting materials: BrN1C(CCC1=O)=O (N-bromosuccinimide), N(=NC(C#N)(C)C)C(C#N)(C)C (2,2'-azobis-(2-methylpropionitrile)), BrC=1C=CC2=C(C=C(S2)C)C1 (5-bromo-2-methylbenzthiophene). The solvent is C(Cl)(Cl)(Cl)Cl (CCl4), C(Cl)(Cl)(Cl)Cl (CCl4). Reaction conditions: temperature 0 celsius, time 1 minute. The product is BrCC=1SC2=C(C1)C=C(C=C2)Br (2-Bromomethyl-5-bromobenzthiophene). Yield: 90.1%. As a reaction SMILES: [Br:1]N1C(=O)CCC1=O.N(C(C)(C)C#N)=NC(C)(C)C#N.[Br:21][C:22]1[CH:23]=[CH:24][C:25]2[S:29][C:28]([CH3:30])=[CH:27][C:26]=2[CH:31]=1>C(Cl)(Cl)(Cl)Cl>[Br:1][CH2:30][C:28]1[S:29][C:25]2[CH:24]=[CH:23][C:22]([Br:21])=[CH:31][C:26]=2[CH:27]=1. Procedure: According to the procedure of S. Gronowitz, et al., Synth. Commin., 6, (7), 475 (1976), to a stirred, boiling partial solution of N-bromosuccinimide (17.63 g, 0.099 mol) in CCl4 (200 mL) was added 2,2'-azobis-(2-methylpropionitrile) (1.1 g, 0.007 mol). After one minute, a solution of 5-bromo-2-methylbenzthiophene (15.0 g, 0.066 mol) in CCl4 (100 mL) was added. The resulting mixture was heated at reflux for 2 hours and cooled to 0° C. The solid was filtered. The filtrate was concentrated to give ... Reactants: COc1cc(C=O)cc(OC)c1, CO, C[N+](=O)[O-], [Na+], [OH-], O. Yields the product COc1cc(C=C[N+](=O)[O-])cc(OC)c1. Reaction SMILES: [CH3:1][O:2][c:3]1[cH:4][c:5]([CH:6]=[O:7])[cH:8][c:9]([O:11][CH3:12])[cH:10]1.[CH3:20][OH:21].[N+:13](=[O:14])([O-:15])[CH3:16].[Na+:18].[OH-:17].[OH2:19]>>[CH3:1][O:2][c:3]1[cH:4][c:5]([CH:6]=[CH:16][N+:13](=[O:14])[O-:15])[cH:8][c:9]([O:11][CH3:12])[cH:10]1. The reactants are CN1CCN(c2ccc(C34CC5CC(C3)C(NC(=O)OC(C)(C)C)(C5)C4)cc2)C1=O, CO, ClCCl. Yields the product CN1CCN(c2ccc(C34CC5CC(C3)C(N)(C5)C4)cc2)C1=O. As a reaction SMILES: [CH3:1][N:2]1[C:3](=[O:30])[N:4]([c:7]2[cH:8][cH:9][c:10]([C:13]34[CH2:14][CH:15]5[CH2:16][CH:17]([CH2:18][C:19]5([NH:21][C:22](=[O:23])[O:24][C:25]([CH3:26])([CH3:27])[CH3:28])[CH2:20]3)[CH2:29]4)[cH:11][cH:12]2)[CH2:5][CH2:6]1.[CH3:34][OH:35].[Cl:31][CH2:32][Cl:33]>>[CH3:1][N:2]1[C:3](=[O:30])[N:4]([c:7]2[cH:8][cH:9][c:10]([C:13]34[CH2:14][CH:15]5[CH2:16][CH:17]([CH2:18][C:19]5([NH2:21])[CH2:20]3)[CH2:29]4)[cH:11][cH:12]2)[CH2:5][CH2:6]1. Reactants: NC1=CC(=C(OCCBr)C=C1)Cl (1-(4-amino-2-chlorophenoxy)-2-bromoethane), ( 6 ), CS(=O)(=O)Cl (methanesulfonyl chloride). Solvent: N1=CC=CC=C1 (pyridine). Reaction conditions: temperature 0 celsius, time 2 hour. The product is ClC1=C(OCCBr)C=CC(=C1)NS(=O)(=O)C (1-(2-chloro-4-methanesulfonamidophenoxy)-2-bromoethane). Yield: 92.2%. RXN SMILES: [NH2:1][C:2]1[CH:11]=[CH:10][C:5]([O:6][CH2:7][CH2:8][Br:9])=[C:4]([Cl:12])[CH:3]=1.[CH3:13][S:14](Cl)(=[O:16])=[O:15]>N1C=CC=CC=1>[Cl:12][C:4]1[CH:3]=[C:2]([NH:1][S:14]([CH3:13])(=[O:16])=[O:15])[CH:11]=[CH:10][C:5]=1[O:6][CH2:7][CH2:8][Br:9]. Procedure: A portion (2.3 g, 9.18 mmol) of the 1-(4-amino-2-chlorophenoxy)-2-bromoethane produced in (6) above was dissolved in pyridine (10 ml) and the resulting solution was cooled to 0° C., followed by dripping of methanesulfonyl chloride (1.43 ml, 0.018 mol) and stirring at room temperature for 2 h. Thereafter, the solvent was evaporated and the residue was diluted with an aqueous solution of sodium bicarbonate, followed by extraction with chloroform. The extract was dried with sodium sulfate and the s... Procedure details: Benzoyl isothiocyanate (47 μL, 0.35 mmol) was slowly added to a 0° C. solution of (1S)-1-[(2R,4R,5S)-5-amino-2-cyclopropyl-5-(2,4-difluorophenyl)tetrahydro-2H-pyran-4-yl]ethanol (C29) (0.11 g, 0.37 mmol) in dichloromethane (6 mL), and the reaction mixture was allowed to stir in the ice bath for 18 hours. After removal of solvent in vacuo, the residue was purified via chromatography on silica gel (Gradient: 0% to 100% ethyl acetate in heptane) to provide the product as an off-white foam. Yield: 9... Yields the product C1(CC1)[C@H]1C[C@H]([C@@](CO1)(C1=C(C=C(C=C1)F)F)NC(=S)NC(C1=CC=CC=C1)=O)[C@H](C)O (N-({(3S,4R,6R)-6-cyclopropyl-3-(2,4-difluorophenyl)-4-[(1S)-1-hydroxyethyl]tetrahydro-2H-pyran-3-yl}carbamothioyl)benzamide). Run in ClCCl (dichloromethane). Starting materials: C(C1=CC=CC=C1)(=O)N=C=S (Benzoyl isothiocyanate), N[C@@]1([C@@H](C[C@@H](OC1)C1CC1)[C@H](C)O)C1=C(C=C(C=C1)F)F ((1S)-1-[(2R,4R,5S)-5-amino-2-cyclopropyl-5-(2,4-difluorophenyl)tetrahydro-2H-pyran-4-yl]ethanol), ice. Reaction SMILES: [C:1]([N:9]=[C:10]=[S:11])(=[O:8])[C:2]1[CH:7]=[CH:6][CH:5]=[CH:4][CH:3]=1.[NH2:12][C@@:13]1([C:25]2[CH:30]=[CH:29][C:28]([F:31])=[CH:27][C:26]=2[F:32])[CH2:18][O:17][C@@H:16]([CH:19]2[CH2:21][CH2:20]2)[CH2:15][C@H:14]1[C@@H:22]([OH:24])[CH3:23]>ClCCl>[CH:19]1([C@@H:16]2[O:17][CH2:18][C@@:13]([NH:12][C:10]([NH:9][C:1](=[O:8])[C:2]3[CH:7]=[CH:6][CH:5]=[CH:4][CH:3]=3)=[S:11])([C:25]3[CH:30]=[CH:29][C:28]([F:31])=[CH:27][C:26]=3[F:32])[C@H:14]([C@@H:22]([OH:24])[CH3:23])[CH2:15]2)[CH2:21][CH2:20]1.